Dataset: the Open Reaction Database (ORD), a public repository of structured organic reaction records. Task: describe an organic reaction: reactants, conditions, products, and yield The reactants are CC1C(NCCC1)C1=NC(=NO1)C=1C=C(C#N)C=CC1 (3-[5-(3-methyl-piperidin-2-yl)-[1,2,4]oxadiazol-3-yl]-benzonitrile), N1=C(C=CC=C1)C=O (pyridine-2-carbaldehyde), C(C)(=O)O[BH-](OC(C)=O)OC(C)=O.[Na+] (sodium triacetoxyborohydride). The solvent is ClC(C)Cl (dichloroethane). Yields the product C[C@@H]1[C@@H](N(CCC1)CC1=NC=CC=C1)C1=NC(=NO1)C=1C=C(C#N)C=CC1 (cis-3-[5-(3-Methyl-1-pyridin-2-ylmethyl-piperidin-2-yl)-[1,2,4]oxadiazol-3-yl]-benzonitrile). Yield: 51.5%. RXN SMILES: [CH3:1][CH:2]1[CH2:7][CH2:6][CH2:5][NH:4][CH:3]1[C:8]1[O:12][N:11]=[C:10]([C:13]2[CH:14]=[C:15]([CH:18]=[CH:19][CH:20]=2)[C:16]#[N:17])[N:9]=1.[N:21]1[CH:26]=[CH:25][CH:24]=[CH:23][C:22]=1[CH:27]=O.C(O[BH-](OC(=O)C)OC(=O)C)(=O)C.[Na+]>ClC(Cl)C>[CH3:1][C@H:2]1[CH2:7][CH2:6][CH2:5][N:4]([CH2:27][C:22]2[CH:23]=[CH:24][CH:25]=[CH:26][N:21]=2)[C@H:3]1[C:8]1[O:12][N:11]=[C:10]([C:13]2[CH:14]=[C:15]([CH:18]=[CH:19][CH:20]=2)[C:16]#[N:17])[N:9]=1 |f:2.3|. Procedure: The reaction was carried out as described in Example 43 from 3-[5-(3-methyl-piperidin-2-yl)-[1,2,4]oxadiazol-3-yl]-benzonitrile (29 mg, 0.108 mmol) with pyridine-2-carbaldehyde (13.9 mg, 0.13 mmol) and sodium triacetoxyborohydride (34.3 mg, 0.162 mmol) in dichloroethane (2 mL) to give cis-3-[5-(3-Methyl-1-pyridin-2-ylmethyl-piperidin-2-yl)-[1,2,4]oxadiazol-3-yl]-benzonitrile (20 mg, 51.5%); 1H NMR (CDCl3), δ(ppm): 8.55 (d,1H), 8.45 (s, 1H), 8.38 (d, 1H), 7.80 (d,1H), 7.65 (m, 2H), 7.41 (d, 1H), ...